Dataset: the Open Reaction Database (ORD), a public repository of structured organic reaction records. Task: describe an organic reaction: reactants, conditions, products, and yield Reaction SMILES: [CH2:1]([c:2]1[cH:3][cH:4][cH:5][cH:6][cH:7]1)[NH:8][CH2:9][CH:10]1[O:11][c:12]2[c:13]([cH:16][cH:17][c:18]([N+:24]([O-:23])=[O:25])[c:19]2[CH2:20][C:21](=[O:22])[OH:26])[O:14][CH2:15]1.[CH3:28][OH:29].[CH3:33][CH:34]1[CH2:35][CH2:36][CH2:37][O:38]1.[CH3:40][CH2:41][OH:42].[ClH:27].[ClH:30].[Na+:32].[OH-:31].[OH2:39].[Pt:43]>>[CH2:1]([c:2]1[cH:3][cH:4][cH:5][cH:6][cH:7]1)[NH:8][CH2:9][CH:10]1[O:11][c:12]2[c:13]([cH:16][cH:17][c:18]3[c:19]2[CH2:20][C:21](=[O:22])[NH:24]3)[O:14][CH2:15]1. Starting materials: O=C(O)Cc1c([N+](=O)[O-])ccc2c1OC(CNCc1ccccc1)CO2, CO, CC1CCCO1, CCO, Cl, Cl, [Na+], [OH-], O, [Pt]. Yields the product O=C1Cc2c(ccc3c2OC(CNCc2ccccc2)CO3)N1. The reactants are CC(C)([O-])C.[K+] (Potassium t-butoxide), FC1=C(C=CC(=C1)[N+](=O)[O-])OC (2-fluoro-1-methoxy-4-nitrobenzene), ClC1=CC=C(OCC#N)C=C1 (2-(4-chlorophenoxy)acetonitrile). The solvent is CN(C)C=O (DMF), CN(C)C=O (DMF). Run at time 1 hour. The product is FC1=C(C=C(C(=C1)[N+](=O)[O-])C[N+]#[C-])OC (1-Fluoro-4-(isocyanomethyl)-2-methoxy-5-nitrobenzene). The yield is 24.4%. RXN SMILES: [CH3:1]C(C)([O-])C.[K+].[F:7][C:8]1[CH:13]=[C:12]([N+:14]([O-:16])=[O:15])[CH:11]=[CH:10][C:9]=1[O:17][CH3:18].ClC1C=CC(OC[C:26]#[N:27])=CC=1>CN(C=O)C>[F:7][C:8]1[CH:13]=[C:12]([N+:14]([O-:16])=[O:15])[C:11]([CH2:1][N+:27]#[C-:26])=[CH:10][C:9]=1[O:17][CH3:18] |f:0.1|. Reported procedure: Potassium t-butoxide (15.74 g, 140 mmol) in DMF (50 mL) was added to a solution of 2-fluoro-1-methoxy-4-nitrobenzene (12 g, 70.1 mmol) and 2-(4-chlorophenoxy)acetonitrile (11.75 g, 70.1 mmol) in DMF (100 mL) at −20° C. The reaction mixture was stirred for 1 h and then quenched with water. The aqueous layer was extracted with ethyl acetate. Organic layer was separated, washed with brine, dried over sodium sulphate, filtered and concentrated in vacuo. The crude product was purified by flash chroma...